Dataset: the Open Reaction Database (ORD), a public repository of structured organic reaction records. Task: describe an organic reaction: reactants, conditions, products, and yield Starting materials: BrCC(=O)OC (methyl bromoacetate), C12(CC3CC(CC(C1)C3)C2)C=2C=C(C(=O)OCC3=CC=CC=C3)C=CC2O (benzyl 3-(1-adamantyl)-4-hydroxybenzoate), CN(C)C=O (DMF), [H-].[Na+] (sodium hydride). The solvent is O (water). Product: C12(CC3CC(CC(C1)C3)C2)C=2C=C(C(=O)OCC3=CC=CC=C3)C=CC2OCC(=O)OC (benzyl 3-(1-adamantyl)-4-methoxycarbonylmethyloxybenzoate). As a reaction SMILES: [C:1]12([C:11]3[CH:12]=[C:13]([CH:24]=[CH:25][C:26]=3[OH:27])[C:14]([O:16][CH2:17][C:18]3[CH:23]=[CH:22][CH:21]=[CH:20][CH:19]=3)=[O:15])[CH2:10][CH:5]3[CH2:6][CH:7]([CH2:9][CH:3]([CH2:4]3)[CH2:2]1)[CH2:8]2.CN(C=O)C.[H-].[Na+].Br[CH2:36][C:37]([O:39][CH3:40])=[O:38]>O>[C:1]12([C:11]3[CH:12]=[C:13]([CH:24]=[CH:25][C:26]=3[O:27][CH2:36][C:37]([O:39][CH3:40])=[O:38])[C:14]([O:16][CH2:17][C:18]3[CH:23]=[CH:22][CH:21]=[CH:20][CH:19]=3)=[O:15])[CH2:8][CH:7]3[CH2:6][CH:5]([CH2:4][CH:3]([CH2:9]3)[CH2:2]1)[CH2:10]2 |f:2.3|. Reported procedure: 2.1 g (5.79 mmol) of benzyl 3-(1-adamantyl)-4-hydroxybenzoate and 20 ml of DMF were introduced into a three-necked flask and 191 mg (6.34 mmol) of sodium hydride (80% in oil) were added portionwise. The mixture was stirred until the evolution of gas had ceased, then 565 μl (5.79 mmol) of methyl bromoacetate were added and the mixture was stirred at room temperature for twelve hours. The reaction medium was poured into water and extracted with ethyl ether. The organic phase was separated out afte...